From a dataset of the Open Reaction Database (ORD), a public repository of structured organic reaction records. describe an organic reaction: reactants, conditions, products, and yield Reactants: C(C)N1CCN(CC1)C=1N=C(C=C2C1SC=C2)Br (7-(1-ethylpiperazin-4-yl)-5-bromothieno[2,3-c]pyridine), Cl (hydrochloric acid), C(C)N1CCN(CC1)C=1N=C(C=C2C1SC=C2)C2=CC=C(C=C2)C(CCOC(C)=O)(C)C (7-(4-ethylpiperazin-1-yl)-5-[4-(3-acetoxy-1,1-dimethylpropyl)phenyl]thieno[2,3-c]pyridine). Solvent: C(C)(=O)OCC (Ethyl acetate). Run at time 2 hour. Product: Cl.Cl.C(C)N1CCN(CC1)C=1N=C(C=C2C1SC=C2)C2=CC=C(C=C2)C(CCO)(C)C (7-(4-ethylpiperazin-1-yl)-5-[4-(3-hydroxy-1,1-dimethylpropyl)phenyl]thieno[2,3-c]pyridine dihydrochloride). Reaction SMILES: C(N1CCN(C2N=C(Br)C=C3C=CSC=23)CC1)C.[CH2:19]([N:21]1[CH2:26][CH2:25][N:24]([C:27]2[N:28]=[C:29]([C:36]3[CH:41]=[CH:40][C:39]([C:42]([CH3:50])([CH3:49])[CH2:43][CH2:44][O:45]C(=O)C)=[CH:38][CH:37]=3)[CH:30]=[C:31]3[CH:35]=[CH:34][S:33][C:32]=23)[CH2:23][CH2:22]1)[CH3:20].[ClH:51]>C(OCC)(=O)C>[ClH:51].[ClH:51].[CH2:19]([N:21]1[CH2:26][CH2:25][N:24]([C:27]2[N:28]=[C:29]([C:36]3[CH:41]=[CH:40][C:39]([C:42]([CH3:49])([CH3:50])[CH2:43][CH2:44][OH:45])=[CH:38][CH:37]=3)[CH:30]=[C:31]3[CH:35]=[CH:34][S:33][C:32]=23)[CH2:23][CH2:22]1)[CH3:20] |f:4.5.6|. Procedure: The resulting compound and 7-(1-ethylpiperazin-4-yl)-5-bromothieno[2,3-c]pyridine (0.20 g) were reacted in the same manner as in Example 300-4, to give a reaction solution containing 7-(4-ethylpiperazin-1-yl)-5-[4-(3-acetoxy-1,1-dimethylpropyl)phenyl]thieno[2,3-c]pyridine. Ethyl acetate and 2N hydrochloric acid were added to the reaction solution, and the resulting insoluble matters were filtered off. The aqueous layer was separated, while the organic layer was extracted with 2N hydrochloric aci... Starting materials: BrB(Br)Br, COc1ccc(C#Cc2ccc(C#N)s2)cc1, ClCCl, O. Yields the product N#Cc1ccc(C#Cc2ccc(O)cc2)s1. RXN SMILES: [B:1]([Br:2])([Br:3])[Br:4].[CH3:5][O:6][c:7]1[cH:8][cH:9][c:10]([C:13]#[C:14][c:15]2[cH:16][cH:17][c:18]([C:20]#[N:21])[s:19]2)[cH:11][cH:12]1.[Cl:23][CH2:24][Cl:25].[OH2:22]>>[OH:6][c:7]1[cH:8][cH:9][c:10]([C:13]#[C:14][c:15]2[cH:16][cH:17][c:18]([C:20]#[N:21])[s:19]2)[cH:11][cH:12]1. The reactants are OS(=O)(=O)O.O=S(=O)=O (oleum), OS(=O)(=O)O.O=S(=O)=O (oleum), solution, C(CCCC)C=1C(=C(C(=O)O)C=CC1)C(C1=CC=CC=C1)=O (amylbenzoylbenzoic acid), C(CCCC)C=1C(=C(C(=O)O)C=CC1)C(C1=CC=CC=C1)=O (amylbenzoylbenzoic acid). Solvent: O (water), ClC=1C(=C(C=CC1)Cl)Cl (trichlorobenzene), ClC=1C(=C(C=CC1)Cl)Cl (trichlorobenzene). Reaction conditions: temperature 90 celsius, time 10 minute. Product: C(CCCC)C1=CC=CC=2C(C3=CC=CC=C3C(C12)=O)=O (amylanthraquinone). Isolated yield 100.0%. RXN SMILES: OS(O)(=O)=O.O=S(=O)=O.C([C:15]1[C:16]([C:24](=[O:31])[C:25]2[CH:30]=[CH:29][CH:28]=[CH:27][CH:26]=2)=[C:17]([CH:21]=[CH:22][CH:23]=1)[C:18](O)=[O:19])CCCC>ClC1C(Cl)=C(Cl)C=CC=1.O>[CH2:22]([C:15]1[C:16]2[C:24](=[O:31])[C:25]3[C:26](=[CH:27][CH:28]=[CH:29][CH:30]=3)[C:18](=[O:19])[C:17]=2[CH:21]=[CH:22][CH:23]=1)[CH2:23][CH2:15][CH2:16][CH3:17] |f:0.1|. Procedure: The strength of the oleum employed was 8.8%, and the concentration of amylbenzoylbenzoic acid in trichlorobenzene solution was 20%. To 447 grams of the oleum mixture there was added 406 grams of 20 % solution of amylbenzoylbenzoic acid in trichlorobenzene. The addition was made gradually over a 10 minute period while holding the temperature in the reaction mass below 20° C. The temperature was raised to 90° C and held at that level for 4 hours. Then, the reaction mixture was drowned in 2000 ml o... Reactants: NC=1C=2N(C=CN1)C(=NC2C2=CC(=CC=C2)OCC2=CC=CC=C2)C2CCC(CC2)C(=O)N (4-[8-amino-1-(3-benzyloxy-phenyl)-imidazo[1,5-a]pyrazin-3-yl]-cyclohexanecarboxylic acid amide), C(C1=CC=CC=C1)OC=1C=C(C=CC1)C=1N=C(N2C1C(=NC=C2)Cl)C2CCC(CC2)CO ({4-[1-(3-benzyloxy-phenyl)-8-chloro-imidazo[1,5-a]pyrazin-3-yl]-cyclohexyl}-methanol). Product: NC=1C=2N(C=CN1)C(=NC2C2=CC(=CC=C2)OCC2=CC=CC=C2)[C@@H]2CC[C@H](CC2)CO (trans-{4-[8-Amino-1-(3-benzyloxy-phenyl)-imidazo[1,5-a]pyrazin-3-yl]-cyclohexyl}-methanol). RXN SMILES: [NH2:1][C:2]1[C:3]2[N:4]([C:8]([CH:25]3[CH2:30][CH2:29][CH:28]([C:31](N)=[O:32])[CH2:27][CH2:26]3)=[N:9][C:10]=2[C:11]2[CH:16]=[CH:15][CH:14]=[C:13]([O:17][CH2:18][C:19]3[CH:24]=[CH:23][CH:22]=[CH:21][CH:20]=3)[CH:12]=2)[CH:5]=[CH:6][N:7]=1.C(OC1C=C(C2N=C(C3CCC(CO)CC3)N3C=CN=C(Cl)C=23)C=CC=1)C1C=CC=CC=1>>[NH2:1][C:2]1[C:3]2[N:4]([C:8]([C@H:25]3[CH2:30][CH2:29][C@H:28]([CH2:31][OH:32])[CH2:27][CH2:26]3)=[N:9][C:10]=2[C:11]2[CH:16]=[CH:15][CH:14]=[C:13]([O:17][CH2:18][C:19]3[CH:20]=[CH:21][CH:22]=[CH:23][CH:24]=3)[CH:12]=2)[CH:5]=[CH:6][N:7]=1. Reported procedure: trans-{4-[8-Amino-1-(3-benzyloxy-phenyl)-imidazo[1,5-a]pyrazin-3-yl]-cyclohexyl}-methanol (compound of Formula I-B where Z=cyclohexyl and Q1=Ph-(3-OBn)) was prepared according to the procedures described for the synthesis of 4-[8-amino-1-(3-benzyloxy-phenyl)-imidazo[1,5-a]pyrazin-3-yl]-cyclohexanecarboxylic acid amide except for the substitution of trans-4-[1-(3-benzyloxyphenyl)-8-chloro-imidazo[1,5-a]pyrazin-3-yl]cyclohexane carboxylic acid methyl ester (compound of Formula II-A where Z=cyclohe...